This data is from the Open Reaction Database (ORD), a public repository of structured organic reaction records. The task is: describe an organic reaction: reactants, conditions, products, and yield The reactants are [N+](=O)([O-])C=1C=C(C=O)C=CC1 (m-nitrobenzaldehyde), C(CC(=O)C)(=O)OCCNC(C1=CN=CC=C1)=O (2-nicotinoylaminoethyl acetoacetate), C(C)(=O)[O-].[NH2+]1CCCCC1 (piperidinium acetate). The solvent is C1=CC=CC=C1 (benzene). Product: [N+](=O)([O-])C=1C=C(C=CC(CC(=O)OCCNC(C2=CN=CC=C2)=O)=O)C=CC1 (2-nicotinoylaminoethyl 3-nitrobenzilideneacetoacetate). Yield: 86.2%. As a reaction SMILES: [N+:1]([C:4]1[CH:5]=[C:6]([CH:9]=[CH:10][CH:11]=1)[CH:7]=O)([O-:3])=[O:2].[C:12]([O:18][CH2:19][CH2:20][NH:21][C:22](=[O:29])[C:23]1[CH:28]=[CH:27][CH:26]=[N:25][CH:24]=1)(=[O:17])[CH2:13][C:14]([CH3:16])=[O:15].C([O-])(=O)C.[NH2+]1CCCCC1>C1C=CC=CC=1>[N+:1]([C:4]1[CH:5]=[C:6]([CH:9]=[CH:10][CH:11]=1)[CH:7]=[CH:16][C:14](=[O:15])[CH2:13][C:12]([O:18][CH2:19][CH2:20][NH:21][C:22](=[O:29])[C:23]1[CH:28]=[CH:27][CH:26]=[N:25][CH:24]=1)=[O:17])([O-:3])=[O:2] |f:2.3|. Reported procedure: A solution of 9.07 g (0.06 mole) of m-nitrobenzaldehyde, 15.0 g (0.06 mole) of 2-nicotinoylaminoethyl acetoacetate and 1.74 g (0.012 mole) of piperidinium acetate in 100 ml of benzene was heated at reflux under azeotropic dehydration conditions for 2 hours. After the reaction, the mixture was extracted with benzene, and the extract was washed with water and dried over anhydrous sodium sulfate. Evaporation of the solvent under reduced pressure gave 19.82 g of 2-nicotinoylaminoethyl 3-nitrobenzili... Reactants: NC=1C=NC=NC1 (5-aminopyrimidine), C(CCC)[Li] (n-butyllithium), ClC1=NC(=NC(=N1)N1CCOCC1)N1C(=NC2=C1C=CC=C2OC)C(F)F (1-[4-chloro-6-(4-morpholinyl)-1,3,5-triazin-2-yl]-2-(difluoromethyl)-4-methoxy-1H-benzimidazole). Run in C1CCOC1 (THF), C1CCOC1 (THF), C(C)(=O)O (acetic acid), O (water). Reaction conditions: time 10 minute. The product is FC(C1=NC2=C(N1C1=NC(=NC(=N1)N1CCOCC1)NC=1C=NC=NC1)C=CC=C2OC)F (4-[2-(difluoromethyl)-4-methoxy-1H-benzimidazol-1-yl]-6-(4-morpholinyl)-N-(5-pyrimidinyl)-1,3,5-triazin-2-amine). The yield is 22.6%. RXN SMILES: [NH2:1][C:2]1[CH:3]=[N:4][CH:5]=[N:6][CH:7]=1.C([Li])CCC.Cl[C:14]1[N:19]=[C:18]([N:20]2[CH2:25][CH2:24][O:23][CH2:22][CH2:21]2)[N:17]=[C:16]([N:26]2[C:30]3[CH:31]=[CH:32][CH:33]=[C:34]([O:35][CH3:36])[C:29]=3[N:28]=[C:27]2[CH:37]([F:39])[F:38])[N:15]=1>C1COCC1.C(O)(=O)C.O>[F:39][CH:37]([F:38])[C:27]1[N:26]([C:16]2[N:17]=[C:18]([N:20]3[CH2:25][CH2:24][O:23][CH2:22][CH2:21]3)[N:19]=[C:14]([NH:1][C:2]3[CH:3]=[N:4][CH:5]=[N:6][CH:7]=3)[N:15]=2)[C:30]2[CH:31]=[CH:32][CH:33]=[C:34]([O:35][CH3:36])[C:29]=2[N:28]=1. Procedure details: To 0.207 g (2.18 mmol) of 5-aminopyrimidine in THF (4 mL) was added 0.96 mL of n-butyllithium (2.5 M solution in hexanes) and the mixture stirred for 10 min. A solution of 0.260 g (0.66 mmol) of 1-[4-chloro-6-(4-morpholinyl)-1,3,5-triazin-2-yl]-2-(difluoromethyl)-4-methoxy-1H-benzimidazole (Example 2) in THF (5 mL) was added. The resulting mixture was stirred at room temperature for 1 hr. After neutralization with acetic acid, the mixture was diluted with water, and extracted with EtOAc. The org... Starting materials: CC(C)(C)OC(=O)N1CCC(NC(=O)N(c2cccc(C#N)c2)C2CCCCCC2)CC1, ClCCl, O=C(O)C(F)(F)F. Yields the product N#Cc1cccc(N(C(=O)NC2CCNCC2)C2CCCCCC2)c1. As a reaction SMILES: [C:1](#[N:2])[c:3]1[cH:4][c:5]([N:9]([C:10](=[O:11])[NH:12][CH:13]2[CH2:14][CH2:15][N:16]([C:19]([O:20][C:21]([CH3:22])([CH3:23])[CH3:24])=[O:25])[CH2:17][CH2:18]2)[CH:26]2[CH2:27][CH2:28][CH2:29][CH2:30][CH2:31][CH2:32]2)[cH:6][cH:7][cH:8]1.[Cl:40][CH2:41][Cl:42].[OH:33][C:34]([C:35]([F:36])([F:37])[F:38])=[O:39]>>[C:1](#[N:2])[c:3]1[cH:4][c:5]([N:9]([C:10](=[O:11])[NH:12][CH:13]2[CH2:14][CH2:15][NH:16][CH2:17][CH2:18]2)[CH:26]2[CH2:27][CH2:28][CH2:29][CH2:30][CH2:31][CH2:32]2)[cH:6][cH:7][cH:8]1. Reactants: CN1C(COC2=C1C=C(C=C2)CCCCBr)=O (4-methyl-6-(4-bromobutyl)2,3-dihydro-3-oxo-1,4-benzoxazine), [I-].[K+] (potassium iodide). Run in CO (methanol), C(Cl)(Cl)Cl (chloroform). Conditions: time 72 hour. Product: CN1C(COC2=C1C=CC(=C2)CCCCN)=O (4-METHYL-7-(4-AMINOBUTYL)2,3-DIHYDRO 3-OXO 1,4-BENZOXAZINE). Reaction SMILES: [CH3:1][N:2]1[C:7]2[CH:8]=[C:9](CCCCBr)[CH:10]=[CH:11][C:6]=2[O:5][CH2:4][C:3]1=[O:17].[I-].[K+]>CO.C(Cl)(Cl)Cl>[CH3:1][N:2]1[C:7]2[CH:8]=[CH:9][C:10]([CH2:10][CH2:11][CH2:6][CH2:7][NH2:2])=[CH:11][C:6]=2[O:5][CH2:4][C:3]1=[O:17] |f:1.2|. Procedure details: In a 250 cm3 ground-necked flask, 8.1 g (0.03 mol) of 4-methyl-6-(4-bromobutyl)2,3-dihydro-3-oxo-1,4-benzoxazine and 0.9 g of potassium iodide are dissolved in 120 cm3 of methanol and 30 cm3 of chloroform. A stream of gaseous ammonia is bubbled into the solution to the point of saturation, equivalent to approximately 2.6 g of ammonia, and a reflux condenser is then fitted. The temperature is stabilized at 50° C. with an oil bath and the mixture is left stirring magnetically for 72 hours. After c... Reactants: CN(CCCN1CCSc2cc([N+](=O)[O-])ccc21)C(=O)OC(C)(C)C, CO, NN, O. The product is CN(CCCN1CCSc2cc(N)ccc21)C(=O)OC(C)(C)C. Reaction SMILES: [CH3:1][N:2]([C:3]([O:4][C:5]([CH3:6])([CH3:7])[CH3:8])=[O:9])[CH2:10][CH2:11][CH2:12][N:13]1[c:14]2[c:15]([cH:19][c:20]([N+:23]([O-:24])=[O:25])[cH:21][cH:22]2)[S:16][CH2:17][CH2:18]1.[CH3:29][OH:30].[NH2:27][NH2:28].[OH2:26]>>[CH3:1][N:2]([C:3]([O:4][C:5]([CH3:6])([CH3:7])[CH3:8])=[O:9])[CH2:10][CH2:11][CH2:12][N:13]1[c:14]2[c:15]([cH:19][c:20]([NH2:23])[cH:21][cH:22]2)[S:16][CH2:17][CH2:18]1. Reaction conditions: time 72 hour. Reactants: [Si](C)(C)(C(C)(C)C)O[C@@H]1C[C@@H](N(C1)C(=O)OC(C)(C)C)COC1=C2C(=NC=NC2=CC(=C1)OC)NC1=CC(=C(C=C1)F)Cl (tert-Butyl (2R,4R)-4-{[tert-butyl(dimethyl)silyl]oxy}-2-[({4-[3-chloro-4-fluoro-anilino]-7-methoxyquinazolin-5-yl}oxy)methyl]pyrrolidine-1-carboxylate), C(C)#N (acetonitrile). Run in FC(C(=O)O)(F)F (trifluoroacetic acid). Procedure details: tert-Butyl (2R,4R)-4-{[tert-butyl(dimethyl)silyl]oxy}-2-[({4-[3-chloro-4-fluoro-anilino]-7-methoxyquinazolin-5-yl}oxy)methyl]pyrrolidine-1-carboxylate (839 mg) was dissolved in trifluoroacetic acid (50 ml) and stirred at room temperature for 72 hours. The reaction mixture was then concentrated in vacuo, and excess water was added, followed by the careful addition of saturated aqueous sodium hydrogen carbonate. The mixture was extracted with 3% methanol in DCM and the organic layer was separated,... Yield: 97.3%. Product: ClC=1C=C(NC2=NC=NC3=CC(=CC(=C23)OC[C@H]2C[C@H](CN2)O)OC)C=CC1F ((3R,5R)-5-[({4-[3-chloro-4-fluoroanilino]-7-methoxy-quinazolin-5-yl}oxy)methyl]pyrrolidin-3-ol). Reaction SMILES: [Si]([O:8][C@H:9]1[CH2:13][N:12](C(OC(C)(C)C)=O)[C@@H:11]([CH2:21][O:22][C:23]2[CH:32]=[C:31]([O:33][CH3:34])[CH:30]=[C:29]3[C:24]=2[C:25]([NH:35][C:36]2[CH:41]=[CH:40][C:39]([F:42])=[C:38]([Cl:43])[CH:37]=2)=[N:26][CH:27]=[N:28]3)[CH2:10]1)(C(C)(C)C)(C)C.C(#N)C>FC(F)(F)C(O)=O>[Cl:43][C:38]1[CH:37]=[C:36]([CH:41]=[CH:40][C:39]=1[F:42])[NH:35][C:25]1[C:24]2[C:29](=[CH:30][C:31]([O:33][CH3:34])=[CH:32][C:23]=2[O:22][CH2:21][C@@H:11]2[NH:12][CH2:13][C@H:9]([OH:8])[CH2:10]2)[N:28]=[CH:27][N:26]=1. As a reaction SMILES: C1(N)C(F)=C(F)C(F)=C(N)C=1F.Cl.Cl.[CH3:15][NH:16][CH:17]([C:20]1[CH:25]=[CH:24][C:23]2[O:26][CH2:27][O:28][C:22]=2[CH:21]=1)[CH2:18][NH2:19].C[O-].[Na+].[CH3:32][O:33][C:34]([NH:36][C:37](=NC(OC)=O)SC)=[O:35].Cl>C(Cl)(Cl)Cl.C(O)(C)C.O>[CH3:15][N:16]1[CH:17]([C:20]2[CH:25]=[CH:24][C:23]3[O:26][CH2:27][O:28][C:22]=3[CH:21]=2)[CH2:18][N:19]=[C:37]1[NH:36][C:34]([O:33][CH3:32])=[O:35] |f:0.1.2,4.5|. The reactants are methylenedioxy substituted phenyl, C[O-].[Na+] (sodium methoxide), COC(=O)NC(SC)=NC(=O)OC (1,3-bis(methoxycarbonyl)-S-methylisothiourea), C1(=C(C(=C(C(=C1F)F)F)N)F)N.Cl.Cl (dihydrochloride), CNC(CN)C1=CC2=C(C=C1)OCO2 (β-methylamino-β-(3,4-methylenedioxyphenyl)-ethylamine), Cl (hydrochloric acid). Procedure: This example illustrates methods according to the invention of preparing the methylenedioxy substituted phenyl compounds of the invention. In this example 9.0 g. of the dihydrochloride salt of β-methylamino-β-(3,4-methylenedioxyphenyl)-ethylamine is dissolved in 40 ml. of water. This solution is stirred and added successively to it is 150 ml. of isopropanol, 4.1 g. of sodium methoxide and finally 8 g. of a mixture of 1-mono and 1,3-bis(methoxycarbonyl)-S-methylisothiourea in 100 ml. of chlorofor... The product is CN1C(=NCC1C1=CC2=C(C=C1)OCO2)NC(=O)OC (1-methyl-4,5-dihydro-5-(3,4-methylenedioxyphenyl)-2-methoxycarbonylaminoimidazole). Solvent: C(C)(C)O (isopropanol), O (water), C(Cl)(Cl)Cl (chloroform). RXN SMILES: Cl.[CH2:2]([CH:13]1[CH2:21][C:20]2[C:15](=[CH:16][CH:17]=[C:18]([C:22]([OH:24])=[O:23])[CH:19]=2)[NH:14]1)[CH2:3][CH2:4][CH2:5][CH2:6][CH2:7][CH2:8][CH2:9][CH2:10][CH2:11][CH3:12].[OH-].[Na+].C(O)(=O)C>C(O)C.O>[CH2:2]([CH:13]1[CH2:21][C:20]2[C:15](=[CH:16][CH:17]=[C:18]([C:22]([OH:24])=[O:23])[CH:19]=2)[NH:14]1)[CH2:3][CH2:4][CH2:5][CH2:6][CH2:7][CH2:8][CH2:9][CH2:10][CH2:11][CH3:12] |f:0.1,2.3|. Isolated yield 87.1%. Procedure: (RS)-2-(n-undecyl)indoline-5-carboxylic acid hydrochloride (32.9 g) in ethanol (150 ml) containing sodium hydroxide (10 g) and water (38 ml) was stirred and refluxed for 1.5 hours. Glacial acetic acid (15 ml) was added to the hot solution and the mixture was cooled to 0° C. and then diluted with water (600 ml). The solid was collected and was recrystallized from methanol to give (RS)-2-(n-undecyl)indoline-5-carboxylic acid (25.7 g), in the form of a white solid, m.p. 99°-103° C. The product is C(CCCCCCCCCC)C1NC2=CC=C(C=C2C1)C(=O)O ((RS)-2-(n-undecyl)indoline-5-carboxylic acid). The solvent is C(C)O (ethanol), O (water), O (water). Conditions: temperature 0 celsius. Reactants: Cl.C(CCCCCCCCCC)C1NC2=CC=C(C=C2C1)C(=O)O ((RS)-2-(n-undecyl)indoline-5-carboxylic acid hydrochloride), [OH-].[Na+] (sodium hydroxide), C(C)(=O)O (acetic acid). The reactants are Nc1nccc2scc(Br)c12, O=C([O-])[O-], C1COCCO1, CC(C)(C)OC(=O)N1CCc2cc(B3OC(C)(C)C(C)(C)O3)ccc21, [K+], [K+]. Yields the product CC(C)(C)OC(=O)N1CCc2cc(-c3csc4ccnc(N)c34)ccc21. As a reaction SMILES: [Br:1][c:2]1[cH:3][s:4][c:5]2[c:6]1[c:7]([NH2:11])[n:8][cH:9][cH:10]2.[C:37](=[O:38])([O-:39])[O-:40].[CH2:43]1[O:44][CH2:45][CH2:46][O:47][CH2:48]1.[CH3:12][C:13]1([CH3:14])[C:15]([CH3:16])([CH3:17])[O:18][B:19]([c:20]2[cH:21][c:22]3[c:26]([cH:27][cH:28]2)[N:25]([C:29](=[O:30])[O:31][C:32]([CH3:33])([CH3:34])[CH3:35])[CH2:24][CH2:23]3)[O:36]1.[K+:41].[K+:42]>>[c:2]1(-[c:20]2[cH:21][c:22]3[c:26]([cH:27][cH:28]2)[N:25]([C:29](=[O:30])[O:31][C:32]([CH3:33])([CH3:34])[CH3:35])[CH2:24][CH2:23]3)[cH:3][s:4][c:5]2[c:6]1[c:7]([NH2:11])[n:8][cH:9][cH:10]2.